Dataset: the Open Reaction Database (ORD), a public repository of structured organic reaction records. Task: describe an organic reaction: reactants, conditions, products, and yield The reactants are CC1=C(C#N)C(c2ccc(C#N)cc2S(=O)[O-])N(C)C(=O)N1c1cccc(C(F)(F)F)c1, FC(F)(F)CCI, [Na+], CN(C)C=O. The product is CC1=C(C#N)C(c2ccc(C#N)cc2S(=O)(=O)CCC(F)(F)F)N(C)C(=O)N1c1cccc(C(F)(F)F)c1. RXN SMILES: [C:1](#[N:2])[c:3]1[cH:4][cH:5][c:6]([CH:12]2[N:13]([CH3:32])[C:14](=[O:31])[N:15]([c:21]3[cH:22][c:23]([C:27]([F:28])([F:29])[F:30])[cH:24][cH:25][cH:26]3)[C:16]([CH3:20])=[C:17]2[C:18]#[N:19])[c:7]([S:9](=[O:10])[O-:11])[cH:8]1.[F:34][C:35]([CH2:36][CH2:37][I:38])([F:39])[F:40].[Na+:33].[O:41]=[CH:42][N:43]([CH3:44])[CH3:45]>>[C:1](#[N:2])[c:3]1[cH:4][cH:5][c:6]([CH:12]2[N:13]([CH3:32])[C:14](=[O:31])[N:15]([c:21]3[cH:22][c:23]([C:27]([F:28])([F:29])[F:30])[cH:24][cH:25][cH:26]3)[C:16]([CH3:20])=[C:17]2[C:18]#[N:19])[c:7]([S:9](=[O:10])(=[O:11])[CH2:37][CH2:36][C:35]([F:34])([F:39])[F:40])[cH:8]1. The reactants are O=CC1CN(C(CC2CCC2)C(=O)O)CC1c1ccccc1, Cl, CC(C(=O)O)(C1CCC1)N1CC(CN2CCC(CCCc3ccccc3)CC2)C(c2ccccc2)C1, c1cc(CCCC2CCNCC2)c2nonc2c1. Product: O=C(O)C(CC1CCC1)N1CC(CN2CCC(CCCc3cccc4nonc34)CC2)C(c2ccccc2)C1. RXN SMILES: [CH:1](=[O:2])[CH:3]1[CH2:4][N:5]([CH:14]([C:15](=[O:16])[OH:17])[CH2:18][CH:19]2[CH2:20][CH2:21][CH2:22]2)[CH2:6][CH:7]1[c:8]1[cH:9][cH:10][cH:11][cH:12][cH:13]1.[ClH:77].[c:23]1([CH2:24][CH2:25][CH2:26][CH:27]2[CH2:28][CH2:29][N:30]([CH2:31][CH:32]3[CH:33]([c:34]4[cH:35][cH:36][cH:37][cH:38][cH:39]4)[CH2:40][N:41]([C:42]([CH:43]4[CH2:44][CH2:45][CH2:46]4)([CH3:47])[C:48]([OH:49])=[O:50])[CH2:51]3)[CH2:52][CH2:53]2)[cH:54][cH:55][cH:56][cH:57][cH:58]1.[n:59]1[c:60]2[c:61]([n:62][o:63]1)[c:64]([CH2:68][CH2:69][CH2:70][CH:71]1[CH2:72][CH2:73][NH:74][CH2:75][CH2:76]1)[cH:65][cH:66][cH:67]2>>[CH2:1]([CH:3]1[CH2:4][N:5]([CH:14]([C:15](=[O:16])[OH:17])[CH2:18][CH:19]2[CH2:20][CH2:21][CH2:22]2)[CH2:6][CH:7]1[c:8]1[cH:9][cH:10][cH:11][cH:12][cH:13]1)[N:74]1[CH2:73][CH2:72][CH:71]([CH2:70][CH2:69][CH2:68][c:64]2[c:61]3[c:60]([n:59][o:63][n:62]3)[cH:67][cH:66][cH:65]2)[CH2:76][CH2:75]1. Reactants: CC1=NOC(=C1)[C@@H]1CCC(N1)=O (5(S)-(3-methyl-5-isoxazolyl)-2-pyrrolidinone), CC1=NOC(=C1)[C@@H]1CCC(N1)=O (5(S)-(3-methyl-5-isoxazolyl)-2-pyrrolidinone), B.C1CCOC1 (borane THF). The solvent is C1CCOC1 (THF). The product is CC1=NOC(=C1)[C@H]1N(CCC1)C (3-Methyl-5-(1-methyl-2(S)-pyrrolidinyl)isoxazole). Reaction SMILES: [CH3:1][C:2]1[CH:6]=[C:5]([C@H:7]2[NH:11][C:10](=O)[CH2:9][CH2:8]2)[O:4][N:3]=1.B.[CH2:14]1COCC1>C1COCC1>[CH3:1][C:2]1[CH:6]=[C:5]([C@@H:7]2[CH2:8][CH2:9][CH2:10][N:11]2[CH3:14])[O:4][N:3]=1 |f:1.2|. Procedure details: To a solution of crude 5(S)-(3-methyl-5-isoxazolyl)-2-pyrrolidinone (5.33 g, 32.1 mmol, the product of step 13b) in THF (50 mL) was added borane-THF (99.5 mL, 1.0M, 99.5 mmol) slowly at room temperature. The reaction mixture was heated at reflux for two hours. After removal of THF under vacuum, a solution of formaldehyde (10.0 mL) and formic acid (5.0 mL) was carefully added, and the reaction mixture was refluxed for one hour. Ethyl acetate (300 mL) was added, followed by the addition of sodium ... Reactants: C1(=CC=CC=C1)S(=O)(=O)C=1N=NC(=CC1)C=1C(=NN2C1C=CC=C2)C2=CC=CC=C2 (3-(3-phenylsulfonylpyridazin-6-yl)-2-phenylpyrazolo[1,5-a]pyridine), [OH-].[Na+] (sodium hydroxide), Cl (hydrochloric acid). The solvent is O1CCOCC1 (1,4-dioxane). Conditions: time 2 hour. Product: O=C1NN=C(C=C1)C=1C(=NN2C1C=CC=C2)C2=CC=CC=C2 (3-(3-oxo-2,3-dihydropyridazin-6-yl)-2-phenylpyrazolo[1,5-a]pyridine). Yield: 114.5%. As a reaction SMILES: C1(S([C:10]2[N:11]=[N:12][C:13]([C:16]3[C:17]([C:25]4[CH:30]=[CH:29][CH:28]=[CH:27][CH:26]=4)=[N:18][N:19]4[CH:24]=[CH:23][CH:22]=[CH:21][C:20]=34)=[CH:14][CH:15]=2)(=O)=O)C=CC=CC=1.[OH-:31].[Na+].Cl>O1CCOCC1>[O:31]=[C:10]1[CH:15]=[CH:14][C:13]([C:16]2[C:17]([C:25]3[CH:30]=[CH:29][CH:28]=[CH:27][CH:26]=3)=[N:18][N:19]3[CH:24]=[CH:23][CH:22]=[CH:21][C:20]=23)=[N:12][NH:11]1 |f:1.2|. Procedure: A mixture of 3-(3-phenylsulfonylpyridazin-6-yl)-2-phenylpyrazolo[1,5-a]pyridine (20.0 g), sodium hydroxide solution (80 ml; containing 7.8 g of sodium hydroxide), and 1,4-dioxane (40 ml) was stirred for 2 hours under reflux. After being cooled to room temperature, the reaction mixture was acidified with 36% hydrochloric acid (15 ml). The precipitate formed was collected, washed with three 25 ml portions of water, and dried to give 3-(3-oxo-2,3-dihydropyridazin-6-yl)-2-phenylpyrazolo[1,5-a]pyridi... Starting materials: BrC=1C=C2C(NC(NN2C1)=S)=O (6-Bromo-2-thioxo-2,3-dihydro-1H-pyrrolo[2,1-f][1,2,4]triazin-4-one), CI (Methyl iodide). Solvent: O1CCCC1 (Tetrahydrofuran). Conditions: temperature 45 celsius, time 1 hour. Product: BrC=1C=C2C(NC(=NN2C1)SC)=O (6-Bromo-2-methylsulfanyl-3H-pyrrolo[2,1-f][1,2,4]triazin-4-one). Reaction SMILES: [Br:1][C:2]1[CH:3]=[C:4]2[N:9]([CH:10]=1)[NH:8][C:7](=[S:11])[NH:6][C:5]2=[O:12].[CH3:13]I>O1CCCC1>[Br:1][C:2]1[CH:3]=[C:4]2[N:9]([CH:10]=1)[N:8]=[C:7]([S:11][CH3:13])[NH:6][C:5]2=[O:12]. Procedure: Into a round bottom flask, 6-Bromo-2-thioxo-2,3-dihydro-1H-pyrrolo[2,1-f][1,2,4]triazin-4-one (11.20 g, 0.04551 mol), Tetrahydrofuran (200 mL) and Methyl iodide (6.517 mL, 0.1047 mol) were added, respectively. The reaction was stirred at 45° C. for one hour. The solid was filtered. The solvent was removed under vacuum to give a solid. The combined solid was partitioned with water (500 mL) and saturated NaHCO3 (500 mL). The mixture was stirred for 30 minutes. The solid was filtered and washed wit... Reactants: ClC=1C2=C(N=C(N1)NC(C(C)(C)C)=O)N(C=C2I)CC2=NC=C(C(=C2C)OC)C (N-[4-chloro-5-iodo-7-(4-methoxy -3,5-dimethyl-pyridin-2-ylmethyl)-7H-pyrrolo[2,3-d]pyrimidin-2-yl]-2,2-dimethyl-propionamide), C(#C)[Si](C)(C)C (ethynyl-trimethylsilane). The product is ClC=1C2=C(N=C(N1)NC(C(C)(C)C)=O)N(C=C2C#C[Si](C)(C)C)CC2=NC=C(C(=C2C)OC)C (N-[4-Chloro-7-(4-methoxy-3,5-dimethyl-pyridin-2-ylmethyl)-5-trimethylsilanylethynyl-7H-pyrrolo [2,3-d]pyrimidin-2-yl]-2,2-dimethyl-propionamide). RXN SMILES: [Cl:1][C:2]1[C:3]2[C:17](I)=[CH:16][N:15]([CH2:19][C:20]3[C:25]([CH3:26])=[C:24]([O:27][CH3:28])[C:23]([CH3:29])=[CH:22][N:21]=3)[C:4]=2[N:5]=[C:6]([NH:8][C:9](=[O:14])[C:10]([CH3:13])([CH3:12])[CH3:11])[N:7]=1.[C:30]([Si:32]([CH3:35])([CH3:34])[CH3:33])#[CH:31]>>[Cl:1][C:2]1[C:3]2[C:17]([C:31]#[C:30][Si:32]([CH3:35])([CH3:34])[CH3:33])=[CH:16][N:15]([CH2:19][C:20]3[C:25]([CH3:26])=[C:24]([O:27][CH3:28])[C:23]([CH3:29])=[CH:22][N:21]=3)[C:4]=2[N:5]=[C:6]([NH:8][C:9](=[O:14])[C:10]([CH3:13])([CH3:12])[CH3:11])[N:7]=1. Reported procedure: The title compound was prepared by Sonogashira coupling of N-[4-chloro-5-iodo-7-(4-methoxy -3,5-dimethyl-pyridin-2-ylmethyl)-7H-pyrrolo[2,3-d]pyrimidin-2-yl]-2,2-dimethyl-propionamide (see Example 1) with ethynyl-trimethylsilane according to the General Procedure A. tR=7.48 min. 1H NMR (CDCl3) δ 8.18 (s, 2H), 7.38 (s, 1H), 5.49 (s, 2H), 3.74 (s, 3H), 2.24 (s, 6H), 1.35 (s, 9H), 0.24 (s, 9H). The reactants are NC(CNC1=NC=CC=C1NC(C1=CC=C(C=C1)Cl)=O)=O (N-[2-[(2-amino-2-oxoethyl)amino]-3-pyridinyl]-4-chlorobenzamide). The solvent is C(CO)O (ethylene glycol), CO (methanol). Run at temperature 190 celsius. Yields the product ClC1=CC=C(C=C1)C1=NC=2C(=NC=CC2)N1CC(=O)N (2-(4-Chlorophenyl)-3H-imidazo[4,5-b]pyridine-3-acetamide). Isolated yield 24.8%. As a reaction SMILES: [NH2:1][C:2](=[O:21])[CH2:3][NH:4][C:5]1[C:10]([NH:11][C:12](=O)[C:13]2[CH:18]=[CH:17][C:16]([Cl:19])=[CH:15][CH:14]=2)=[CH:9][CH:8]=[CH:7][N:6]=1>C(O)CO.CO>[Cl:19][C:16]1[CH:17]=[CH:18][C:13]([C:12]2[N:4]([CH2:3][C:2]([NH2:1])=[O:21])[C:5]3=[N:6][CH:7]=[CH:8][CH:9]=[C:10]3[N:11]=2)=[CH:14][CH:15]=1. Procedure details: A mixture of N-[2-[(2-amino-2-oxoethyl)amino]-3-pyridinyl]-4-chlorobenzamide (6.0 g, 0.02 mole) in 150 ml of ethylene glycol was heated at 190° C. for 40 minutes. The precipitate, which formed, was filtered off and washed with water. The filtrate was diluted with water to produce a second crop. The first crop was heated to boiling in 300 ml of methanol, filtered through a Celite pad, seeded, and refrigerated overnight. The crystalline precipitate was filtered, washed with cold methanol, and drie... Procedure details: continuously feeding the organic phase of step (8) to a hydrogenation zone wherein the 2-ethyl-2-(hydroxymethyl)hexanal is contacted with a supported nickel hydrogenation catalyst at a total pressure of about 21 to 36 bars absolute and at a hydrogenation zone exit temperature of about 150° to 170° C. to produce 2-butyl-2-ethyl-1,3-propanediol. Reaction SMILES: [CH2:1]([C:3]([CH2:10][OH:11])([CH2:6][CH2:7][CH2:8][CH3:9])[CH:4]=[O:5])[CH3:2]>[Ni]>[CH2:6]([C:3]([CH2:1][CH3:2])([CH2:4][OH:5])[CH2:10][OH:11])[CH2:7][CH2:8][CH3:9]. The product is C(CCC)C(CO)(CO)CC (2-butyl-2-ethyl-1,3-propanediol). Reagents/catalysts: [Ni] (nickel). The reactants are phase, C(C)C(C=O)(CCCC)CO (2-ethyl-2-(hydroxymethyl)hexanal). Starting materials: BrCC[Si](C)(C)C(C)(C)C ((2-bromo ethyl)-tert-butyldimethylsilane), [C@@H]1([C@H](O)[C@H](O)[C@@H](CO)O1)N1C=NC=2C(N)=NC=NC12 (Adenosine), O=P12OP3(=O)OP(=O)(O1)OP(=O)(O2)O3 (P2O5), title compounds, [H-].[Na+] (NaH). Solvent: C(Cl)Cl (CH2Cl2), CO (MeOH), CN(C)C=O (DMF). Run at time 30 minute. The product is [Si](C)(C)(C(C)(C)C)C(CO[C@H]1[C@H]([C@@H](O[C@@H]1CO)N1C=NC=2C(N)=NC=NC12)O)O (3′-O (2-tert-butyldimethylsilylhydroxyethyl)adenosine). RXN SMILES: [C@@H:1]1([N:10]2[C:19]3[N:18]=[CH:17][N:16]=[C:14]([NH2:15])[C:13]=3[N:12]=[CH:11]2)[O:9][C@H:6]([CH2:7][OH:8])[C@@H:4]([OH:5])[C@H:2]1[OH:3].[O:20]=P12OP3(OP(OP(O3)(O1)=O)(=O)O2)=O.[H-].[Na+].Br[CH2:37][CH2:38][Si:39]([C:42]([CH3:45])([CH3:44])[CH3:43])([CH3:41])[CH3:40]>CN(C=O)C.C(Cl)Cl.CO>[Si:39]([CH:38]([OH:20])[CH2:37][O:5][C@@H:4]1[C@@H:6]([CH2:7][OH:8])[O:9][C@@H:1]([N:10]2[C:19]3[N:18]=[CH:17][N:16]=[C:14]([NH2:15])[C:13]=3[N:12]=[CH:11]2)[C@@H:2]1[OH:3])([C:42]([CH3:45])([CH3:44])[CH3:43])([CH3:41])[CH3:40] |f:2.3|. Procedure details: Adenosine (10 g, 37.42 mmol) was dried over P2O5 under high vacuum. It was then suspended in anhydrous DMF (150 mL) and NaH (1.35 g, 56.13 mmol) was added. The reaction mixture was stirred at room temperature under inert atmosphere for 30 min. Then (2-bromo ethyl)-tert-butyldimethylsilane (9.68 mL, 4.4.90 mmol) was added dropwise and the reaction mixture stirred at room temperature overnight. DMF was removed under vacuum and to the residue dichloromethane (100 mL) was added and washed with water...